This data is from the Open Reaction Database (ORD), a public repository of structured organic reaction records. The task is: describe an organic reaction: reactants, conditions, products, and yield Reactants: C(CCCCCCC)C=1C=NC(=NC1)C1=CC=C(C=C1)OCCCOCC(F)(F)OC(C(OC(C(OC(F)(F)F)(F)F)(F)F)(F)F)(F)F (5-Octyl-2-[4-(3-(2-(2-(2-(trifluoromethoxy)tetrafluoroethoxy)tetrafluoroethoxy)-2,2-difluoroethoxy)propoxy)phenyl]pyrimidine), C(CCCC)OC=1C=NC(=NC1)C1=CC=C(C=C1)O (5-pentyloxy-2-[4-hydroxyphenyl]pyrimidine). The solvent is CN(C=O)C (dimethylformamide). Reaction conditions: temperature 120 celsius, time 8 hour. Yields the product C(CCCC)OC=1C=NC(=NC1)C1=CC=C(C=C1)OCCCOCC(F)(F)OC(C(OC(C(OC(F)(F)F)(F)F)(F)F)(F)F)(F)F (5-Pentyloxy-2-[4-(3-(2-(2-(2-(trifluoromethoxy)tetrafluoroethoxy)tetrafluoroethoxy)-2,2-difluoroethoxy)propoxy)phenyl]pyrimidine), product. Reaction SMILES: C(C1C=NC(C2C=CC(O[CH2:22][CH2:23][CH2:24][O:25][CH2:26][C:27]([O:30][C:31]([F:48])([F:47])[C:32]([F:46])([F:45])[O:33][C:34]([F:44])([F:43])[C:35]([F:42])([F:41])[O:36][C:37]([F:40])([F:39])[F:38])([F:29])[F:28])=CC=2)=NC=1)CCCCCCC.[CH2:49]([O:54][C:55]1[CH:56]=[N:57][C:58]([C:61]2[CH:66]=[CH:65][C:64]([OH:67])=[CH:63][CH:62]=2)=[N:59][CH:60]=1)[CH2:50][CH2:51][CH2:52][CH3:53]>CN(C)C=O>[CH2:49]([O:54][C:55]1[CH:60]=[N:59][C:58]([C:61]2[CH:62]=[CH:63][C:64]([O:67][CH2:22][CH2:23][CH2:24][O:25][CH2:26][C:27]([O:30][C:31]([F:47])([F:48])[C:32]([F:45])([F:46])[O:33][C:34]([F:43])([F:44])[C:35]([F:41])([F:42])[O:36][C:37]([F:40])([F:39])[F:38])([F:29])[F:28])=[CH:65][CH:66]=2)=[N:57][CH:56]=1)[CH2:50][CH2:51][CH2:52][CH3:53]. Procedure: The title compound was prepared essentially as in Example 1 by combining 3-(2-(2-(2-(trifluoromethoxy)tetrafluoroethoxy)tetrafluoroethoxy)-2,2-difluoroethoxy)-1-chloropropane (6.1 g, 28.0 mmol, Example 24) with 5-pentyloxy-2-[4-hydroxyphenyl]pyrimidine (3 g, 11.6 mmol) in dimethylformamide and stirring at 120° C. overnight to provide product boiling at 185-190° C. at 0.3 torr (yield of 5.5 g). The reactants are CC(C)(C)OC(=O)NCc1ccc([N+](=O)[O-])cc1, CCO, [H][H]. The product is CC(C)(C)OC(=O)NCc1ccc(N)cc1. As a reaction SMILES: [C:1]([CH3:2])([CH3:3])([CH3:4])[O:5][C:6](=[O:7])[NH:8][CH2:9][c:10]1[cH:11][cH:12][c:13]([N+:16]([O-:17])=[O:18])[cH:14][cH:15]1.[CH3:21][CH2:22][OH:23].[H:19][H:20]>>[C:1]([CH3:2])([CH3:3])([CH3:4])[O:5][C:6](=[O:7])[NH:8][CH2:9][c:10]1[cH:11][cH:12][c:13]([NH2:16])[cH:14][cH:15]1. Reactants: Cl.N1=C(C=CC=C1)CSC1=NC2=CC=CC=C2N=C1 (2-(2-pyridylmethylthio)-quinoxaline hydrochloride), ClC1=CC(=CC=C1)C(=O)OO (m-chloroperbenzoic acid), C(=O)(O)[O-].[Na+] (NaHCO3). The solvent is C(Cl)(Cl)Cl (chloroform), CO (methanol), C(Cl)(Cl)Cl (chloroform). Yields the product N1=C(C=CC=C1)CS(=O)C1=NC2=CC=CC=C2N=C1 (2-(2-pyridylmethylsulfinyl)quinoxaline). Isolated yield 11.6%. Reaction SMILES: Cl.[N:2]1[CH:7]=[CH:6][CH:5]=[CH:4][C:3]=1[CH2:8][S:9][C:10]1[CH:19]=[N:18][C:17]2[C:12](=[CH:13][CH:14]=[CH:15][CH:16]=2)[N:11]=1.ClC1C=CC=C(C(OO)=[O:28])C=1.C([O-])(O)=O.[Na+]>C(Cl)(Cl)Cl.CO>[N:2]1[CH:7]=[CH:6][CH:5]=[CH:4][C:3]=1[CH2:8][S:9]([C:10]1[CH:19]=[N:18][C:17]2[C:12](=[CH:13][CH:14]=[CH:15][CH:16]=2)[N:11]=1)=[O:28] |f:0.1,3.4|. Reported procedure: In a mixture of 20 ml of chloroform and 5 ml of methanol was dissolved 2.51 g of 2-(2-pyridylmethylthio)-quinoxaline hydrochloride. To the chilled solution kept at a temperature of lower than 0° C. (temperature of solution) was portionwise added 1.95 g of m-chloroperbenzoic acid (purity: 70%). After the reaction was complete, chloroform and saturated aqueous NaHCO3 solution were added to the reaction mixture. The organic layer was separated and dried over sodium sulfate. The sodium sulfate was t... Starting materials: BrC(C(=O)OC)C1=CC=C(C=C1)I (methyl α-bromo-α-(p-iodophenyl)acetate), C1(=CC=CC=C1)O (phenol). Run in CO (methanol). Yields the product O(C1=CC=CC=C1)C(C(=O)OC)C1=CC=C(C=C1)I (Methyl α-(phenoxy)-α-(p-iodophenyl)acetate). As a reaction SMILES: Br[CH:2]([C:7]1[CH:12]=[CH:11][C:10]([I:13])=[CH:9][CH:8]=1)[C:3]([O:5][CH3:6])=[O:4].[C:14]1([OH:20])[CH:19]=[CH:18][CH:17]=[CH:16][CH:15]=1>CO>[O:20]([CH:2]([C:7]1[CH:12]=[CH:11][C:10]([I:13])=[CH:9][CH:8]=1)[C:3]([O:5][CH3:6])=[O:4])[C:14]1[CH:19]=[CH:18][CH:17]=[CH:16][CH:15]=1. Procedure: In a similar manner as in Example 29, 14.2 g of methyl α-bromo-α-(p-iodophenyl)acetate is reacted with 4.70 g of phenol in methanol to yield a white to light pink solid, mp 68°-71° C. Recrystallization from petroleum ether yields the product as white crystals, mp 72.5°-74° C. Reactants: P(=O)(O)(O)[O-].[Na+] (sodium dihydrogenphosphate), O1C(=CC=C1)C=O (2-furaldehyde), solution, C(#C)[Mg]Br (ethynyl magnesium bromide). The solvent is O1CCCC1 (tetrahydrofuran), O1CCCC1 (tetrahydrofuran). Reaction conditions: temperature 0 celsius, time 1 hour. Product: O1C(=CC=C1)C(C#C)O (1-(2-furyl)-2-propynol). RXN SMILES: [O:1]1[CH:5]=[CH:4][CH:3]=[C:2]1[CH:6]=[O:7].[C:8]([Mg]Br)#[CH:9].P([O-])(O)(O)=O.[Na+]>O1CCCC1>[O:1]1[CH:5]=[CH:4][CH:3]=[C:2]1[CH:6]([OH:7])[C:8]#[CH:9] |f:2.3|. Procedure: 2 g of 2-furaldehyde in 30 ml of tetrahydrofuran were cooled to 0° C. and 50 ml of a 0.5M solution of ethynyl magnesium bromide in tetrahydrofuran were added dropwise over 15minutes. The mixture was stirred for 1 hour at 0° C., poured into a saturated aqueous sodium dihydrogenphosphate solution and extracted with isopropyl ether. The extract was dried and the solvent was evaporated to obtain 2.5 g of the expected product after chromatography on silica (eluent: 75/25 hexane/ethyl acetate). Reactants: C[N+]1([O-])CCOCC1, CCC[N+](CCC)(CCC)CCC, CC#N, COCCOCc1c(CO)oc2ccc(F)cc12, O=[Ru](=O)(=O)[O-]. Yields the product COCCOCc1c(C=O)oc2ccc(F)cc12. As a reaction SMILES: [CH3:19][N+:20]1([O-:21])[CH2:22][CH2:23][O:24][CH2:25][CH2:26]1.[CH3:32][CH2:33][CH2:34][N+:35]([CH2:36][CH2:37][CH3:38])([CH2:39][CH2:40][CH3:41])[CH2:42][CH2:43][CH3:44].[CH3:45][C:46]#[N:47].[F:1][c:2]1[cH:3][cH:4][c:5]2[c:6]([c:7]([CH2:12][O:13][CH2:14][CH2:15][O:16][CH3:17])[c:8]([CH2:10][OH:11])[o:9]2)[cH:18]1.[O-:27][Ru:28](=[O:29])(=[O:30])=[O:31]>>[F:1][c:2]1[cH:3][cH:4][c:5]2[c:6]([c:7]([CH2:12][O:13][CH2:14][CH2:15][O:16][CH3:17])[c:8]([CH:10]=[O:11])[o:9]2)[cH:18]1. The reactants are BrC1=CC(=C(C=C1)O)C(CCCCCCCCC)(C)C (4-bromo-2-(1,1-dimethyldecyl)-phenol), [H-].[Na+] (sodium hydride), CI (methyl iodide). Run in C1CCOC1 (THF). Conditions: time 30 minute. Yields the product BrC1=CC(=C(C=C1)OC)C(CCCCCCCCC)(C)C (4-bromo-2-(1,1-dimethyldecyl) anisole). As a reaction SMILES: [Br:1][C:2]1[CH:7]=[CH:6][C:5]([OH:8])=[C:4]([C:9]([CH3:20])([CH3:19])[CH2:10][CH2:11][CH2:12][CH2:13][CH2:14][CH2:15][CH2:16][CH2:17][CH3:18])[CH:3]=1.[H-].[Na+].[CH3:23]I>C1COCC1>[Br:1][C:2]1[CH:7]=[CH:6][C:5]([O:8][CH3:23])=[C:4]([C:9]([CH3:19])([CH3:20])[CH2:10][CH2:11][CH2:12][CH2:13][CH2:14][CH2:15][CH2:16][CH2:17][CH3:18])[CH:3]=1 |f:1.2|. Procedure: The compound obtained above in part (a), (30.85 g, 90 mmoles), is dissolved in 100 ml of dry THF and then treated with 2.7 g (90 mmoles) of sodium hydride (80% in oil) which is added in small fractions. At the end of the addition, the mixture is stirred for 30 minutes at ambient temperature. 12.8 g (90 mmole) of methyl iodide are then added and this mixture is stirred for 2 hours at 20° C. The solvent is evaporated and the residue is purified by chromatography on a silica column (eluant: a mixtu... Reactants: CCO, ClC(Cl)Cl, ClCCl, Nc1ncc(Sc2cccnc2)s1, O=C(OO)c1cccc(Cl)c1. The product is Nc1ncc(S(=O)c2cccnc2)s1. Reaction SMILES: [CH3:25][CH2:26][OH:27].[CH:31]([Cl:32])([Cl:33])[Cl:34].[Cl:28][CH2:29][Cl:30].[NH2:1][c:2]1[s:3][c:4]([S:7][c:8]2[cH:9][n:10][cH:11][cH:12][cH:13]2)[cH:5][n:6]1.[OH:14][O:15][C:16]([c:17]1[cH:18][c:19]([Cl:20])[cH:21][cH:22][cH:23]1)=[O:24]>>[NH2:1][c:2]1[s:3][c:4]([S:7]([c:8]2[cH:9][n:10][cH:11][cH:12][cH:13]2)=[O:14])[cH:5][n:6]1. Starting materials: CC(C)C[Al+]CC(C)C, ClCCl, COC(=O)CCCCCc1cccc2cncn12, CO, CCCCCC, [H-], O. The product is O=CCCCCCc1cccc2cncn12. Reaction SMILES: [CH2:20]([Al+:21][CH2:22][CH:23]([CH3:24])[CH3:25])[CH:26]([CH3:27])[CH3:28].[CH2:32]([Cl:33])[Cl:34].[CH3:1][O:2][C:3](=[O:4])[CH2:5][CH2:6][CH2:7][CH2:8][CH2:9][c:10]1[cH:11][cH:12][cH:13][c:14]2[n:15]1[cH:16][n:17][cH:18]2.[CH3:29][OH:30].[CH3:35][CH2:36][CH2:37][CH2:38][CH2:39][CH3:40].[H-:19].[OH2:31]>>[O:2]=[CH:3][CH2:5][CH2:6][CH2:7][CH2:8][CH2:9][c:10]1[cH:11][cH:12][cH:13][c:14]2[n:15]1[cH:16][n:17][cH:18]2.